describe an organic reaction: reactants, conditions, products, and yield From a dataset of the Open Reaction Database (ORD), a public repository of structured organic reaction records. Starting materials: product, OC1=CC(=CC=2OC(C3=C(C21)CC(CC3)C)(C)C)C(C)C(CCCCC)C (1-Hydroxy-3-(3-methyl-2-octyl)-6,6,9-trimethyl-7,8,9,10-tetrahydro-6H-dibenzo[b,d]pyran), C(Cl)Cl (methylene chloride), Cl.N1(CCCCC1)CCCC(=O)O (γ-piperidinobutyric acid hydrochloride), C1(CCCCC1)N=C=NC1CCCCC1 (dicyclohexylcarbodiimide). Solvent: CO.C(Cl)(Cl)Cl (MeOH CHCl3), CCOCC (ether). The product is Cl.CC(C(C)C=1C=C(C2=C(OC(C3=C2CC(CC3)C)(C)C)C1)OC(CCCN1CCCCC1)=O)CCCCC (3-(3-Methyl-2-octyl)-1-[4-(piperidino)butyryloxy]-6,6,9-trimethyl-7,8,9,10-tetrahydro-6H-dibenzo[b,d]pyran hydrochloride). As a reaction SMILES: [OH:1][C:2]1[C:11]2[C:10]3[CH2:12][CH:13]([CH3:16])[CH2:14][CH2:15][C:9]=3[C:8]([CH3:18])([CH3:17])[O:7][C:6]=2[CH:5]=[C:4]([CH:19]([CH:21]([CH3:27])[CH2:22][CH2:23][CH2:24][CH2:25][CH3:26])[CH3:20])[CH:3]=1.Cl.[N:29]1([CH2:35][CH2:36][CH2:37][C:38](O)=[O:39])[CH2:34][CH2:33][CH2:32][CH2:31][CH2:30]1.C1(N=C=NC2CCCCC2)CCCCC1.C(Cl)[Cl:57]>CCOCC.CO.C(Cl)(Cl)Cl>[ClH:57].[CH3:27][CH:21]([CH2:22][CH2:23][CH2:24][CH2:25][CH3:26])[CH:19]([C:4]1[CH:3]=[C:2]([O:1][C:38](=[O:39])[CH2:37][CH2:36][CH2:35][N:29]2[CH2:34][CH2:33][CH2:32][CH2:31][CH2:30]2)[C:11]2[C:10]3[CH2:12][CH:13]([CH3:16])[CH2:14][CH2:15][C:9]=3[C:8]([CH3:17])([CH3:18])[O:7][C:6]=2[CH:5]=1)[CH3:20] |f:1.2,6.7,8.9|. Procedure details: 2.5 g. (6.76 mmole) of 1-Hydroxy-3-(3-methyl-2-octyl)-6,6,9-trimethyl-7,8,9,10-tetrahydro-6H-dibenzo[b,d]pyran was combined with 1.41 g. (6.76 mmole) of γ-piperidinobutyric acid hydrochloride and 1.48 g. (7.16 mmole) of dicyclohexylcarbodiimide in 125 ml. of methylene chloride and stirred at room temperature for 16 hours. The by-product of dicyclohexylurea was removed by filtration and the filtrate was evaporated to give a light brown residue. The residue was dissolved in ether and the small amo... Reactants: Cl, CC(C)C(N)C(=O)N1CCC(O)(c2ccc(Cl)cc2)C(C)(C)C1, O=C1CCC(C(=O)O)C1. Product: CC(C)C(NC(=O)C1CCC(=O)C1)C(=O)N1CCC(O)(c2ccc(Cl)cc2)C(C)(C)C1. Reaction SMILES: [ClH:33].[NH2:10][CH:11]([C:12](=[O:13])[N:14]1[CH2:15][C:16]([CH3:28])([CH3:29])[C:17]([OH:20])([c:21]2[cH:22][cH:23][c:24]([Cl:27])[cH:25][cH:26]2)[CH2:18][CH2:19]1)[CH:30]([CH3:31])[CH3:32].[O:1]=[C:2]1[CH2:3][CH:4]([C:7](=[O:8])[OH:9])[CH2:5][CH2:6]1>>[O:1]=[C:2]1[CH2:3][CH:4]([C:7](=[O:9])[NH:10][CH:11]([C:12](=[O:13])[N:14]2[CH2:15][C:16]([CH3:28])([CH3:29])[C:17]([OH:20])([c:21]3[cH:22][cH:23][c:24]([Cl:27])[cH:25][cH:26]3)[CH2:18][CH2:19]2)[CH:30]([CH3:31])[CH3:32])[CH2:5][CH2:6]1. The reactants are C(C1=CC=CC=C1)OC1=C(C=2COC3=CC(=CC=C3C2)OCC2=CC=CC=C2)C=CC(=C1)OC (2′,7-Dibenzyloxy-4′-methoxyisoflav-3-ene), CC=1C(=C(C(=C(C1)C)C)C)C (pentamethylbenzene), B(Cl)(Cl)Cl (BCl3). Run in C(Cl)Cl (CH2Cl2). Run at temperature -78 celsius, time 17.5 minute. Product: COC1=CC(=C(C=C1)C2=CC3=C(C=C(C=C3)O)OC2)O (Bolusanthin III). The yield is 610.0%. Reaction SMILES: C([O:8][C:9]1[CH:32]=[C:31]([O:33][CH3:34])[CH:30]=[CH:29][C:10]=1[C:11]1[CH2:12][O:13][C:14]2[C:19]([CH:20]=1)=[CH:18][CH:17]=[C:16]([O:21]CC1C=CC=CC=1)[CH:15]=2)C1C=CC=CC=1.CC1C(C)=C(C)C(C)=C(C)C=1.B(Cl)(Cl)Cl>C(Cl)Cl>[CH3:34][O:33][C:31]1[CH:30]=[CH:29][C:10]([C:11]2[CH2:12][O:13][C:14]3[CH:15]=[C:16]([OH:21])[CH:17]=[CH:18][C:19]=3[CH:20]=2)=[C:9]([OH:8])[CH:32]=1. Procedure details: To a solution of B4 (0.45 g, 0.1 mmol) and pentamethylbenzene (0.158 g, 1 mmol) in anhyd CH2Cl2 (30 mL) at −78° C., BCl3 (0.2 mmol) was dropwise added under N2. The reaction mixture was stirred at −78° C. and after 15-20 min the reaction was quenched with 20 mL of CHCl3/MeOH (10:1) mixture. The resulting mixture was warmed to rt. The organic solvents were evaporated under vacuum. The residues were purified by column chromatography [Silica gel 35 mm dia, 8 inch thick, EtOAc/hexanes (1:2)] to obta... RXN SMILES: [C:3]([CH2:4][C:5](=[O:6])[O:7][CH2:8][CH3:9])(=[O:10])[O:11][CH2:12][CH3:13].[CH3:25][N:26]([CH3:27])[CH:28]=[O:29].[Cl:14][c:15]1[n:16][cH:17][c:18]([N+:21](=[O:22])[O-:23])[cH:19][cH:20]1.[ClH:24].[Na+:2].[OH-:1].[OH2:30]>>[C:3]([CH:4]([C:5](=[O:6])[O:7][CH2:8][CH3:9])[c:15]1[n:16][cH:17][c:18]([N+:21](=[O:22])[O-:23])[cH:19][cH:20]1)(=[O:10])[O:11][CH2:12][CH3:13]. The reactants are CCOC(=O)CC(=O)OCC, CN(C)C=O, O=[N+]([O-])c1ccc(Cl)nc1, Cl, [Na+], [OH-], O. Yields the product CCOC(=O)C(C(=O)OCC)c1ccc([N+](=O)[O-])cn1.